This data is from the Open Reaction Database (ORD), a public repository of structured organic reaction records. The task is: describe an organic reaction: reactants, conditions, products, and yield The reactants are CN1CCOCC1 (N-Methylmorpholine), Cl.CN(CCCN=C=NCC)C ((3-dimethylaminopropyl)-3-ethylcarbodiimide hydrochloride), C(C)(C)(C)OC(=O)NCC(=O)N[C@@H]1C[C@H](N(C1)C(=O)OC(C)(C)C)C(=O)O (trans-4-(N-tert-butoxycarbonylglycylamino)-N-tert-butoxycarbonyl-L-proline), ClC=1C=C(OC2CCNCC2)C=C(C1)Cl (4-(3,5-dichlorophenoxy)piperidine), ON1N=NC2=C1C=CC=C2 (1-hydroxybenzotriazole). Run in O1CCCC1 (tetrahydrofuran), CN(C=O)C (N,N-dimethylformamide). Run at time 12 hour. Yields the product C(C)(C)(C)OC(=O)NCC(=O)N[C@@H]1C[C@H](N(C1)C(=O)OC(C)(C)C)C(=O)N1CCC(CC1)OC1=CC(=CC(=C1)Cl)Cl (1-[trans-4-(N-tert-Butoxycarbonylglycylamino)-N-tert-Butoxycarbonyl-L-prolyl]-4-(3,5-Dichlorophenoxy)piperidine). Isolated yield 105.6%. Reaction SMILES: CN1CCOCC1.Cl.CN(C)CCCN=C=NCC.[C:20]([O:24][C:25]([NH:27][CH2:28][C:29]([NH:31][C@H:32]1[CH2:36][N:35]([C:37]([O:39][C:40]([CH3:43])([CH3:42])[CH3:41])=[O:38])[C@H:34]([C:44](O)=[O:45])[CH2:33]1)=[O:30])=[O:26])([CH3:23])([CH3:22])[CH3:21].[Cl:47][C:48]1[CH:49]=[C:50]([CH:58]=[C:59]([Cl:61])[CH:60]=1)[O:51][CH:52]1[CH2:57][CH2:56][NH:55][CH2:54][CH2:53]1.ON1C2C=CC=CC=2N=N1>O1CCCC1.CN(C)C=O>[C:20]([O:24][C:25]([NH:27][CH2:28][C:29]([NH:31][C@H:32]1[CH2:36][N:35]([C:37]([O:39][C:40]([CH3:42])([CH3:41])[CH3:43])=[O:38])[C@H:34]([C:44]([N:55]2[CH2:56][CH2:57][CH:52]([O:51][C:50]3[CH:58]=[C:59]([Cl:61])[CH:60]=[C:48]([Cl:47])[CH:49]=3)[CH2:53][CH2:54]2)=[O:45])[CH2:33]1)=[O:30])=[O:26])([CH3:21])([CH3:22])[CH3:23] |f:1.2|. Reported procedure: N-Methylmorpholine (120 μL) and ]-(3-dimethylaminopropyl)-3-ethylcarbodiimide hydrochloride (188 mg) were added to a solution of trans-4-(N-tert-butoxycarbonylglycylamino)-N-tert-butoxycarbonyl-L-proline (Compound D103 (B), 400 mg), 4-(3,5-dichlorophenoxy)piperidine (518 mg), and 1-hydroxybenzotriazole (140 mg) in tetrahydrofuran (12 mL) and N,N-dimethylformamide (4 mL) at room temperature. After stirring at room temperature for 12 hr, the reaction mixture was partitioned between ethyl acetate a... The reactants are CCCCN=C=O, NS(=O)(=O)c1cccc(Cl)c1Cl, O=C(Cl)Cl. Yields the product O=C=NS(=O)(=O)c1cccc(Cl)c1Cl. As a reaction SMILES: [CH3:13][CH2:14][CH2:15][CH2:16][N:17]=[C:18]=[O:19].[Cl:1][c:2]1[c:3]([S:9](=[O:10])(=[O:11])[NH2:12])[cH:4][cH:5][cH:6][c:7]1[Cl:8].[Cl:20][C:21](=[O:22])[Cl:23]>>[Cl:1][c:2]1[c:3]([S:9](=[O:10])(=[O:11])[N:12]=[C:18]=[O:19])[cH:4][cH:5][cH:6][c:7]1[Cl:8]. The reactants are Cl(=O)[O-].[Na+] (sodium chlorite), S(N)(O)(=O)=O (Sulfamic acid), C(=O)C1=CC=C(C=2OC(=C(C21)C)C(=O)OCC)OC (ethyl 4-formyl-7-methoxy-3-methylbenzo[b]furan-2-carboxylate). Solvent: O (water), CC(=O)C (acetone), O (Water). The product is C(C)OC(=O)C1=C(C2=C(O1)C(=CC=C2C(=O)O)OC)C (2-ethoxycarbonyl-7-methoxy-3-methylbenzo[b]furan-4-carboxylic acid). Reaction SMILES: [CH:1]([C:3]1[C:11]2[C:10]([CH3:12])=[C:9]([C:13]([O:15][CH2:16][CH3:17])=[O:14])[O:8][C:7]=2[C:6]([O:18][CH3:19])=[CH:5][CH:4]=1)=[O:2].S(=O)(=O)([OH:22])N.Cl([O-])=O.[Na+]>CC(C)=O.O>[CH2:16]([O:15][C:13]([C:9]1[O:8][C:7]2[C:6]([O:18][CH3:19])=[CH:5][CH:4]=[C:3]([C:1]([OH:22])=[O:2])[C:11]=2[C:10]=1[CH3:12])=[O:14])[CH3:17] |f:2.3|. Reported procedure: The solution of ethyl 4-formyl-7-methoxy-3-methylbenzo[b]furan-2-carboxylate (3.0 g, 11.4 mmol) in acetone (30 ml) was cooled to 10-20° C. Sulfamic acid (1.55 g, 17.1 mmol) was added at once to the reaction mixture at 10-20° C. Then solution of sodium chlorite (1.6 g, 17.1 mmol) in water (10 ml) was added dropwise at the same temp. Water (100 ml) was added to reaction mixture. Acetone was distilled off under vacuum. The solid obtained was filtered and suck dried. Yellow coloured solid (3.0 g) wa... Reactants: C(C)(C)(C)OC(NC1=C(C=C(C(=C1)CC)C(F)(F)F)N)=O ((2-amino-5-ethyl-4-trifluoromethyl-phenyl)-carbamic acid tert-butyl ester), C(C)(C)(C)OC(CC(=O)C1=CC(=CC=C1)C1=CC(=NC(=C1)C)C)=O (3-[3-(2,6-dimethyl-pyridin-4-yl)-phenyl]-3-oxo-propionic acid tert-butyl ester). Product: C(C)(C)(C)OC(NC1=C(C=C(C(=C1)CC)C(F)(F)F)NC(CC(=O)C1=CC(=CC=C1)C1=CC(=NC(=C1)C)C)=O)=O ((2-{3-[3-(2,6-Dimethyl-pyridin-4-yl)-phenyl]-3-oxo-propionylamino}-5-ethyl-4-trifluoromethyl-phenyl)-carbamic acid tert-butyl ester), solid. Isolated yield 67.0%. Reaction SMILES: [C:1]([O:5][C:6](=[O:21])[NH:7][C:8]1[CH:13]=[C:12]([CH2:14][CH3:15])[C:11]([C:16]([F:19])([F:18])[F:17])=[CH:10][C:9]=1[NH2:20])([CH3:4])([CH3:3])[CH3:2].C([O:26][C:27](=O)[CH2:28][C:29]([C:31]1[CH:36]=[CH:35][CH:34]=[C:33]([C:37]2[CH:42]=[C:41]([CH3:43])[N:40]=[C:39]([CH3:44])[CH:38]=2)[CH:32]=1)=[O:30])(C)(C)C>>[C:1]([O:5][C:6](=[O:21])[NH:7][C:8]1[CH:13]=[C:12]([CH2:14][CH3:15])[C:11]([C:16]([F:19])([F:18])[F:17])=[CH:10][C:9]=1[NH:20][C:27](=[O:26])[CH2:28][C:29]([C:31]1[CH:36]=[CH:35][CH:34]=[C:33]([C:37]2[CH:38]=[C:39]([CH3:44])[N:40]=[C:41]([CH3:43])[CH:42]=2)[CH:32]=1)=[O:30])([CH3:2])([CH3:3])[CH3:4]. Procedure details: The title compound was prepared from (2-amino-5-ethyl-4-trifluoromethyl-phenyl)-carbamic acid tert-butyl ester (Example J33) (152 mg, 0.5 mmol) and 3-[3-(2,6-dimethyl-pyridin-4-yl)-phenyl]-3-oxo-propionic acid tert-butyl ester (Example K15) (163 mg, 0.5 mmol) according to the general procedure M. Obtained as a white solid (185 mg, 67%). The reactants are N (ammonia), C(=O)C1=C(C=CC=C1)C1=NOC2=C1C=CC(=C2)C(=O)O (3-(2-formylphenyl)benzo[d]isoxazole-6-carboxylic acid), C(=O)C1=C(C=CC=C1)C1=NOC2=C1C=CC(=C2)C(=O)O (3-(2-formylphenyl)benzo[d]isoxazole-6-carboxylic acid), C(=O)(N1C=NC=C1)N1C=NC=C1 (1,1′-carbonyldiimidazole). Run in CN1C(CCC1)=O (N-methyl-2-pyrrolidinone). Reaction conditions: time 2 hour. Yields the product C(=O)C1=C(C=CC=C1)C1=NOC2=C1C=CC(=C2)C(=O)N (3-(2-formylphenyl)benzo[d]isoxazole-6-carboxamide). The yield is 91.6%. RXN SMILES: [CH:1]([C:3]1[CH:8]=[CH:7][CH:6]=[CH:5][C:4]=1[C:9]1[C:13]2[CH:14]=[CH:15][C:16]([C:18]([OH:20])=O)=[CH:17][C:12]=2[O:11][N:10]=1)=[O:2].C(N1C=CN=C1)([N:23]1C=CN=C1)=O.N>CN1CCCC1=O>[CH:1]([C:3]1[CH:8]=[CH:7][CH:6]=[CH:5][C:4]=1[C:9]1[C:13]2[CH:14]=[CH:15][C:16]([C:18]([NH2:23])=[O:20])=[CH:17][C:12]=2[O:11][N:10]=1)=[O:2]. Reported procedure: To a solution of 3-(2-formylphenyl)benzo[d]isoxazole-6-carboxylic acid (Compound 6) (60.2 g) in N-methyl-2-pyrrolidinone (600 mL) at room temperature was added in one portion 1,1′-carbonyldiimidazole (40.2 g) and the solution stirred at room temperature under nitrogen for 2 h then poured into specific gravity 0.880 aqueous ammonia solution. The suspension was stirred mechanically at room temperature for 2 h then filtered. The still moist collected solid was triturated in methanol (200 mL) at roo... Starting materials: CCOC1(OCC)CCN(C(C)c2ccccc2)C(CN2C(=O)c3ccccc3C2=O)C1, O=C(O)C(F)(F)F, [Na+], [Na+], O=C([O-])[O-], O. The product is CC(c1ccccc1)N1CCC(=O)CC1CN1C(=O)c2ccccc2C1=O. RXN SMILES: [CH2:1]([O:3][C:4]1([O:2][CH2:30][CH3:31])[CH2:5][CH:6]([CH2:18][N:19]2[C:20](=[O:29])[c:21]3[c:22]([cH:25][cH:26][cH:27][cH:28]3)[C:23]2=[O:24])[N:7]([CH:10]([CH3:11])[c:12]2[cH:13][cH:14][cH:15][cH:16][cH:17]2)[CH2:8][CH2:9]1)[CH3:32].[F:40][C:41]([F:42])([F:43])[C:44]([OH:45])=[O:46].[Na+:33].[Na+:34].[O-:35][C:36](=[O:37])[O-:38].[OH2:39]>>[O:3]=[C:4]1[CH2:5][CH:6]([CH2:18][N:19]2[C:20](=[O:29])[c:21]3[c:22]([cH:25][cH:26][cH:27][cH:28]3)[C:23]2=[O:24])[N:7]([CH:10]([CH3:11])[c:12]2[cH:13][cH:14][cH:15][cH:16][cH:17]2)[CH2:8][CH2:9]1.